From a dataset of the Open Reaction Database (ORD), a public repository of structured organic reaction records. describe an organic reaction: reactants, conditions, products, and yield The reactants are Cc1ccccc1, Cc1c(N)ccc(C#N)c1C(F)(F)F, O=C(c1ccccc1)c1ccccc1. Yields the product Cc1c(N=C(c2ccccc2)c2ccccc2)ccc(C#N)c1C(F)(F)F. As a reaction SMILES: [CH3:29][c:30]1[cH:31][cH:32][cH:33][cH:34][cH:35]1.[NH2:1][c:2]1[c:3]([CH3:14])[c:4]([C:10]([F:11])([F:12])[F:13])[c:5]([C:6]#[N:7])[cH:8][cH:9]1.[O:15]=[C:16]([c:17]1[cH:18][cH:19][cH:20][cH:21][cH:22]1)[c:23]1[cH:24][cH:25][cH:26][cH:27][cH:28]1>>[N:1]([c:2]1[c:3]([CH3:14])[c:4]([C:10]([F:11])([F:12])[F:13])[c:5]([C:6]#[N:7])[cH:8][cH:9]1)=[C:16]([c:17]1[cH:18][cH:19][cH:20][cH:21][cH:22]1)[c:23]1[cH:24][cH:25][cH:26][cH:27][cH:28]1. Reactants: B, C1=CCCCC1, C1CCOC1, C=Cc1cnc(Nc2ccc(OC)nc2)c(-c2nc(C)nc3c2ncn3C2CCCCO2)c1, CSC. Product: COc1ccc(Nc2ncc(CCO)cc2-c2nc(C)nc3c2ncn3C2CCCCO2)cn1. RXN SMILES: [BH3:10].[CH2:1]1[CH2:2][CH:3]=[CH:4][CH2:5][CH2:6]1.[CH2:44]1[CH2:47][CH2:46][CH2:45][O:48]1.[CH3:11][O:12][c:13]1[cH:14][cH:15][c:16]([NH:19][c:20]2[n:21][cH:22][c:23]([CH:42]=[CH2:43])[cH:24][c:25]2-[c:26]2[c:27]3[n:28][cH:29][n:30]([CH:36]4[O:37][CH2:38][CH2:39][CH2:40][CH2:41]4)[c:31]3[n:32][c:33]([CH3:35])[n:34]2)[cH:17][n:18]1.[CH3:7][S:8][CH3:9]>>[CH3:11][O:12][c:13]1[cH:14][cH:15][c:16]([NH:19][c:20]2[n:21][cH:22][c:23]([CH2:42][CH2:43][OH:48])[cH:24][c:25]2-[c:26]2[c:27]3[n:28][cH:29][n:30]([CH:36]4[O:37][CH2:38][CH2:39][CH2:40][CH2:41]4)[c:31]3[n:32][c:33]([CH3:35])[n:34]2)[cH:17][n:18]1. The reactants are CN(CCN1C(C2(N(C(C=3NC4=CC=C(C=C4C3C2)OC)C2=CC(=CC=C2)O)C1=O)C)=O)C ((3aSR,10RS)-2-(2-dimethylamino-ethyl)-10-(3-hydroxy-phenyl)-6-methoxy-3a-methyl-3a,4,9,10-tetrahydro-2,9,10a-triaza-cyclopenta[b]fluorene-1,3-dione), C([O-])(O)=O.[Na+] (sodium bicarbonate), tribromide. The solvent is ClCCl (dichloromethane). Run at temperature -78 celsius, time 30 minute. Yields the product N (ammonia), CN(CCN1C(C2(N(C(C=3NC4=CC=C(C=C4C3C2)O)C2=CC(=CC=C2)O)C1=O)C)=O)C ((3aSR,10RS)-2-(2-Dimethylamino-ethyl)-6-hydroxy-10-(3-hydroxy-phenyl)-3a-methyl-3a,4,9,10-tetrahydro-2,9,10a-triaza-cyclopenta[b]fluorene-1,3-dione). Isolated yield 67.4%. Reaction SMILES: [CH3:1][N:2]([CH3:33])[CH2:3][CH2:4][N:5]1[C:29](=[O:30])[N:8]2[CH:9]([C:22]3[CH:27]=[CH:26][CH:25]=[C:24]([OH:28])[CH:23]=3)[C:10]3[NH:11][C:12]4[C:17]([C:18]=3[CH2:19][C:7]2([CH3:31])[C:6]1=[O:32])=[CH:16][C:15]([O:20]C)=[CH:14][CH:13]=4.C(=O)(O)[O-].[Na+]>ClCCl>[NH3:2].[CH3:33][N:2]([CH3:1])[CH2:3][CH2:4][N:5]1[C:29](=[O:30])[N:8]2[CH:9]([C:22]3[CH:27]=[CH:26][CH:25]=[C:24]([OH:28])[CH:23]=3)[C:10]3[NH:11][C:12]4[C:17]([C:18]=3[CH2:19][C:7]2([CH3:31])[C:6]1=[O:32])=[CH:16][C:15]([OH:20])=[CH:14][CH:13]=4 |f:1.2|. Reported procedure: A solution of 150 mg (3aSR,10RS)-2-(2-dimethylamino-ethyl)-10-(3-hydroxy-phenyl)-6-methoxy-3a-methyl-3a,4,9,10-tetrahydro-2,9,10a-triaza-cyclopenta[b]fluorene-1,3-dione (example 7) in 5 ml dichloromethane is cooled to −78° C. 20 ml bor tribromide are added drop wise. The suspension is stirred for 30 min at −78° C. and allowed to warm up to room temperature. After stirring for 1 h at room temperature, the mixture is cooled to 0° C. and an aqueous solution of sodium bicarbonate is added. The organ... Starting materials: Intermediate 101, C(C)N1N=C(C(=C1)C1=C2C(=NC=C1)N(C(=C2)C=2C=C(C=O)C=CC2)S(=O)(=O)C2=CC=CC=C2)C2=CC=C(C=C2)[N+](=O)[O-] (3-[4-[1-ethyl-3-(4-nitrophenyl)-1H-pyrazol-4-yl]-1-(phenylsulfonyl)-1H-pyrrolo[2,3-b]pyridin-2-yl]benzaldehyde), N1CCCC1 (pyrrolidine). Product: C(C)N1N=C(C(=C1)C1=C2C(=NC=C1)N(C(=C2)C2=CC(=CC=C2)CN2CCCC2)S(=O)(=O)C2=CC=CC=C2)C2=CC=C(C=C2)[N+](=O)[O-] (4-[1-ethyl-3-(4-nitrophenyl)-1H-pyrazol-4-yl]-1-(phenylsulfonyl)-2-[3-(1-pyrrolidinylmethyl)phenyl]-1H-pyrrolo[2,3-b]pyridine). Reaction SMILES: [CH2:1]([N:3]1[CH:7]=[C:6]([C:8]2[CH:13]=[CH:12][N:11]=[C:10]3[N:14]([S:25]([C:28]4[CH:33]=[CH:32][CH:31]=[CH:30][CH:29]=4)(=[O:27])=[O:26])[C:15]([C:17]4[CH:18]=[C:19]([CH:22]=[CH:23][CH:24]=4)[CH:20]=O)=[CH:16][C:9]=23)[C:5]([C:34]2[CH:39]=[CH:38][C:37]([N+:40]([O-:42])=[O:41])=[CH:36][CH:35]=2)=[N:4]1)[CH3:2].[NH:43]1[CH2:47][CH2:46][CH2:45][CH2:44]1>>[CH2:1]([N:3]1[CH:7]=[C:6]([C:8]2[CH:13]=[CH:12][N:11]=[C:10]3[N:14]([S:25]([C:28]4[CH:29]=[CH:30][CH:31]=[CH:32][CH:33]=4)(=[O:27])=[O:26])[C:15]([C:17]4[CH:24]=[CH:23][CH:22]=[C:19]([CH2:20][N:43]5[CH2:47][CH2:46][CH2:45][CH2:44]5)[CH:18]=4)=[CH:16][C:9]=23)[C:5]([C:34]2[CH:35]=[CH:36][C:37]([N+:40]([O-:42])=[O:41])=[CH:38][CH:39]=2)=[N:4]1)[CH3:2]. Reported procedure: Following the procedure described for Intermediate 101 using 3-[4-[1-ethyl-3-(4-nitrophenyl)-1H-pyrazol-4-yl]-1-(phenylsulfonyl)-1H-pyrrolo[2,3-b]pyridin-2-yl]benzaldehyde and pyrrolidine provided the title compound. ESMS [M+H]+: 633.0. Reactants: FC1(C[C@@H](CC1)[C@](C(=O)O)(C1=CC=C(C=C1)Br)O)F ((2R)-2-((1R)-3,3-difluorocyclopentyl)-2-hydroxy-2-(4-bromophenyl)acetic acid), C(C)(C)(C)OC(=O)N1CCC(CC1)CO (N-t-butoxycarbonyl-4-piperidine-methanol). Yields the product FC1(C[C@@H](CC1)[C@](C(=O)OCC1CCNCC1)(C1=CC=C(C=C1)Br)O)F (Piperidin-4-ylmethyl (2R)-2-((1R)-3,3-difluorocyclopentyl)-2-hydroxy-2-(4-bromophenyl)ethanoate). As a reaction SMILES: [F:1][C:2]1([F:19])[CH2:6][CH2:5][C@@H:4]([C@@:7]([OH:18])([C:11]2[CH:16]=[CH:15][C:14]([Br:17])=[CH:13][CH:12]=2)[C:8]([OH:10])=[O:9])[CH2:3]1.C(OC([N:27]1[CH2:32][CH2:31][CH:30]([CH2:33]O)[CH2:29][CH2:28]1)=O)(C)(C)C>>[F:19][C:2]1([F:1])[CH2:6][CH2:5][C@@H:4]([C@@:7]([OH:18])([C:11]2[CH:12]=[CH:13][C:14]([Br:17])=[CH:15][CH:16]=2)[C:8]([O:10][CH2:33][CH:30]2[CH2:31][CH2:32][NH:27][CH2:28][CH2:29]2)=[O:9])[CH2:3]1. Procedure: Using (2R)-2-((1R)-3,3-difluorocyclopentyl)-2-hydroxy-2-(4-bromophenyl)acetic acid and N-t-butoxycarbonyl-4-piperidine-methanol, the title compound was prepared by a method similar to Steps 2 and 3 of Referential Example 12. Reactants: CCN(C(C)C)C(C)C, C1COCCO1, Cc1ccc(NC(=O)C2(c3ccc4c(c3)OCO4)CC2)cc1-c1ccc(S(=O)(=O)Cl)cc1, O=C(O)C1CCCN1. The product is Cc1ccc(NC(=O)C2(c3ccc4c(c3)OCO4)CC2)cc1-c1ccc(S(=O)(=O)N2CCCC2C(=O)O)cc1. RXN SMILES: [CH:41]([N:42]([CH2:43][CH3:44])[CH:45]([CH3:46])[CH3:47])([CH3:48])[CH3:49].[O:50]1[CH2:51][CH2:52][O:53][CH2:54][CH2:55]1.[O:9]1[CH2:10][O:11][c:12]2[c:13]1[cH:14][cH:15][c:16]([C:18]1([C:21](=[O:22])[NH:23][c:24]3[cH:25][cH:26][c:27]([CH3:40])[c:28](-[c:30]4[cH:31][cH:32][c:33]([S:36](=[O:37])(=[O:38])[Cl:39])[cH:34][cH:35]4)[cH:29]3)[CH2:19][CH2:20]1)[cH:17]2.[OH:1][C:2](=[O:3])[CH:4]1[CH2:5][CH2:6][CH2:7][NH:8]1>>[OH:1][C:2](=[O:3])[CH:4]1[CH2:5][CH2:6][CH2:7][N:8]1[S:36]([c:33]1[cH:32][cH:31][c:30](-[c:28]2[c:27]([CH3:40])[cH:26][cH:25][c:24]([NH:23][C:21]([C:18]3([c:16]4[cH:15][cH:14][c:13]5[c:12]([cH:17]4)[O:11][CH2:10][O:9]5)[CH2:19][CH2:20]3)=[O:22])[cH:29]2)[cH:35][cH:34]1)(=[O:37])=[O:38].